From a dataset of the Open Reaction Database (ORD), a public repository of structured organic reaction records. describe an organic reaction: reactants, conditions, products, and yield Reactants: CN(C(CCCCCCCCCCCCCCC)=O)CCO (N-methyl-N-(2-hydroxyethyl)palmitamide), O1C(=CC=C1)C(=O)Cl (furoyl chloride). Yields the product CN(C(CCCCCCCCCCCCCCC)=O)CCOC(=O)C=1OC=CC1 (N-methyl-N-(2-furoyloxyethyl)palmitamide). Reaction SMILES: [CH3:1][N:2]([CH2:20][CH2:21][OH:22])[C:3](=[O:19])[CH2:4][CH2:5][CH2:6][CH2:7][CH2:8][CH2:9][CH2:10][CH2:11][CH2:12][CH2:13][CH2:14][CH2:15][CH2:16][CH2:17][CH3:18].[O:23]1[CH:27]=[CH:26][CH:25]=[C:24]1[C:28](Cl)=[O:29]>>[CH3:1][N:2]([CH2:20][CH2:21][O:22][C:28]([C:24]1[O:23][CH:27]=[CH:26][CH:25]=1)=[O:29])[C:3](=[O:19])[CH2:4][CH2:5][CH2:6][CH2:7][CH2:8][CH2:9][CH2:10][CH2:11][CH2:12][CH2:13][CH2:14][CH2:15][CH2:16][CH2:17][CH3:18]. Reported procedure: N-methyl-N-(2-furoyloxyethyl)palmitamide was prepared by the procedure of example 1 from 31 gms. (0.1 mole) of N-methyl-N-(2-hydroxyethyl)palmitamide and 13 gms. (0.1 mole) of furoyl chloride. The structure of the final product was characterized on the basis of IR and NMR spectral analyses as described in example 1.